This data is from the Open Reaction Database (ORD), a public repository of structured organic reaction records. The task is: describe an organic reaction: reactants, conditions, products, and yield Reactants: Cl (HCl), N1CCCCC1 (Piperidine), C1(CCCCC1)OC1=C(C=C(C=O)C=C1)OC (4-cyclohexyloxy-3-methoxybenzaldehyde), C(=O)(O)CC(=O)NC1=C(C(=O)O)C=CC=C1 (2-[(carboxyacetyl)amino]benzoic acid), crude product. Run in C1(=CC=CC=C1)C (toluene), CCO.O (EtOH water). Product: C1(CCCCC1)OC1=C(C=C(C=C1)/C=C/C(=O)NC1=C(C(=O)O)C=CC=C1)OC ((E)-2-{[3-(4-cyclohexyloxy-3-methoxyphenyl)-1-oxo-2-propenyl]amino}benzoic acid). The yield is 60.4%. As a reaction SMILES: N1CCCCC1.[CH:7]1([O:13][C:14]2[CH:21]=[CH:20][C:17]([CH:18]=O)=[CH:16][C:15]=2[O:22][CH3:23])[CH2:12][CH2:11][CH2:10][CH2:9][CH2:8]1.C([CH2:27][C:28]([NH:30][C:31]1[CH:39]=[CH:38][CH:37]=[CH:36][C:32]=1[C:33]([OH:35])=[O:34])=[O:29])(O)=O.Cl>C1(C)C=CC=CC=1.CCO.O>[CH:7]1([O:13][C:14]2[CH:21]=[CH:20][C:17](/[CH:18]=[CH:27]/[C:28]([NH:30][C:31]3[CH:39]=[CH:38][CH:37]=[CH:36][C:32]=3[C:33]([OH:35])=[O:34])=[O:29])=[CH:16][C:15]=2[O:22][CH3:23])[CH2:12][CH2:11][CH2:10][CH2:9][CH2:8]1 |f:5.6|. Reported procedure: Piperidine (0.45 mL, 4.5 mmol) was added to a suspension of 4-cyclohexyloxy-3-methoxybenzaldehyde (1.06 g, 4.54 mmol) and 2-[(carboxyacetyl)amino]benzoic acid (0.92 g, 4.1 mmol) in toluene (5.0 mL) and treated according to Procedure 2, acidifying with 1 M HCl. The crude product was recystallised from EtOH/water providing (E)-2-{[3-(4-cyclohexyloxy-3-methoxyphenyl)-1-oxo-2-propenyl]amino}benzoic acid (0.98 g, 60%) as a colourless crystalline solid; mp 90-92° C.; δH (400 MHz, DMSO-d6) 1.25-1.52 (m... The reactants are CCN(C#N)C(=O)C(C)Br, O=C([O-])[O-], CC#N, Oc1ccc(Oc2cnc3cc(F)ccc3n2)cc1, [K+], [K+]. Product: CCN(C#N)C(=O)C(C)Oc1ccc(Oc2cnc3cc(F)ccc3n2)cc1. RXN SMILES: [C:20](#[N:21])[N:22]([C:23]([CH:24]([CH3:25])[Br:26])=[O:27])[CH2:28][CH3:29].[C:30](=[O:31])([O-:32])[O-:33].[CH3:36][C:37]#[N:38].[F:1][c:2]1[cH:3][c:4]2[n:5][cH:6][c:7]([O:12][c:13]3[cH:14][cH:15][c:16]([OH:19])[cH:17][cH:18]3)[n:8][c:9]2[cH:10][cH:11]1.[K+:34].[K+:35]>>[F:1][c:2]1[cH:3][c:4]2[n:5][cH:6][c:7]([O:12][c:13]3[cH:14][cH:15][c:16]([O:19][CH:24]([C:23]([N:22]([C:20]#[N:21])[CH2:28][CH3:29])=[O:27])[CH3:25])[cH:17][cH:18]3)[n:8][c:9]2[cH:10][cH:11]1.